This data is from the Open Reaction Database (ORD), a public repository of structured organic reaction records. The task is: describe an organic reaction: reactants, conditions, products, and yield Starting materials: CC1=CC2=C(CN(CCC2O)C)S1 (2,7-dimethyl-5,6,7,8-tetrahydro-4H-thieno[2,3-c]azepin-4-ol), C(#N)C1=CC=C(C2=CC=CC=C12)F (4-cyano-1-fluoronaphthalene). Yields the product C(#N)C1=CC=C(C2=CC=CC=C12)OC1C2=C(CN(CC1)C)SC(=C2)C (4-(4-Cyanonaphthalen-1-yloxy)-2,7-dimethyl-5,6,7,8-tetrahydro-4H-thieno[2,3-c]azepine). As a reaction SMILES: [CH3:1][C:2]1[S:13][C:5]2[CH2:6][N:7]([CH3:12])[CH2:8][CH2:9][CH:10]([OH:11])[C:4]=2[CH:3]=1.[C:14]([C:16]1[C:25]2[C:20](=[CH:21][CH:22]=[CH:23][CH:24]=2)[C:19](F)=[CH:18][CH:17]=1)#[N:15]>>[C:14]([C:16]1[C:25]2[C:20](=[CH:21][CH:22]=[CH:23][CH:24]=2)[C:19]([O:11][CH:10]2[CH2:9][CH2:8][N:7]([CH3:12])[CH2:6][C:5]3[S:13][C:2]([CH3:1])=[CH:3][C:4]2=3)=[CH:18][CH:17]=1)#[N:15]. Procedure: The same method as in Example 1 was conducted using 2,7-dimethyl-5,6,7,8-tetrahydro-4H-thieno[2,3-c]azepin-4-ol (Reference Example 23) instead of 6-methyl-4,5,6,7-tetrahydrothieno[2,3-c]pyridin-4-ol (Reference Example 6) and was conducted using 4-cyano-1-fluoronaphthalene instead of 1-fluoronaphthalene to give the objective compound. Reactants: CCOC(C)=O, S=C=Nc1cc(Cl)cc(Cl)c1, COc1ccc(C(=O)Nc2ccccc2)cc1N. Yields the product COc1ccc(C(=O)Nc2ccccc2)cc1NC(=S)Nc1cc(Cl)cc(Cl)c1. As a reaction SMILES: [CH3:30][CH2:31][O:32][C:33](=[O:34])[CH3:35].[Cl:19][c:20]1[cH:21][c:22]([N:27]=[C:28]=[S:29])[cH:23][c:24]([Cl:26])[cH:25]1.[NH2:1][c:2]1[cH:3][c:4]([C:5](=[O:6])[NH:7][c:8]2[cH:9][cH:10][cH:11][cH:12][cH:13]2)[cH:14][cH:15][c:16]1[O:17][CH3:18]>>[NH:1]([c:2]1[cH:3][c:4]([C:5](=[O:6])[NH:7][c:8]2[cH:9][cH:10][cH:11][cH:12][cH:13]2)[cH:14][cH:15][c:16]1[O:17][CH3:18])[C:28]([NH:27][c:22]1[cH:21][c:20]([Cl:19])[cH:25][c:24]([Cl:26])[cH:23]1)=[S:29]. The reactants are COC1=CC(NC1)=O (4-methoxy-3-pyrrolin-2-one), CS(=O)(=O)O (methanesulfonic acid), C(CCCCCCC)O (1-octanol). Run at temperature 100 celsius. Product: C(CCCCCCC)OC1=CC(NC1)=O (4-octyloxy-3-pyrrolin-2-one). Reaction SMILES: [CH3:1][O:2][C:3]1[CH2:7][NH:6][C:5](=[O:8])[CH:4]=1.CS(O)(=O)=O.[CH2:14](O)[CH2:15][CH2:16][CH2:17][CH2:18][CH2:19][CH2:20]C>>[CH2:1]([O:2][C:3]1[CH2:7][NH:6][C:5](=[O:8])[CH:4]=1)[CH2:14][CH2:15][CH2:16][CH2:17][CH2:18][CH2:19][CH3:20]. Procedure: A mixture of 4-methoxy-3-pyrrolin-2-one (3 g), 1-octanol (7.4 ml) and methanesulfonic acid (0.2 g) were heated at 100° C. for 2 hours under reduced pressure (40 mbars). The product was chromatographed on silica gel, eluting with 2% methanol in methylene chloride, to give 4-octyloxy-3-pyrrolin-2-one. Starting materials: C(C)(=O)OC[C@@]12CCC[C@@H]1[C@@H]1CCC3C[C@H](CC[C@]3(C)[C@H]1CC2)O (acetoxy-3β hydroxy-14β androstane), N=[N+]=[N-] (hydrazoic acid), B(F)(F)F.CCOCC (boron trifluoride etherate). The product is C(C)(=O)OC[C@@]12CCC[C@@H]1[C@@H]1CCC3C[C@H](CC[C@]3(C)[C@H]1CC2)N=[N+]=[N-] (Acetoxy-3β azido-14β androstane). As a reaction SMILES: [C:1]([O:4][CH2:5][C@:6]12[CH2:23][CH2:22][C@H:21]3[C@@H:11]([CH2:12][CH2:13][CH:14]4[C@:19]3([CH3:20])[CH2:18][CH2:17][C@H:16](O)[CH2:15]4)[C@H:10]1[CH2:9][CH2:8][CH2:7]2)(=[O:3])[CH3:2].[NH:25]=[N+:26]=[N-:27].B(F)(F)F.CCOCC>>[C:1]([O:4][CH2:5][C@:6]12[CH2:23][CH2:22][C@H:21]3[C@@H:11]([CH2:12][CH2:13][CH:14]4[C@:19]3([CH3:20])[CH2:18][CH2:17][C@H:16]([N:25]=[N+:26]=[N-:27])[CH2:15]4)[C@H:10]1[CH2:9][CH2:8][CH2:7]2)(=[O:3])[CH3:2] |f:2.3|. Reported procedure: Using the procedures of Example 1, acetoxy-3β hydroxy-14β androstane was treated with an aromatic solution of hydrazoic acid and boron trifluoride etherate.